This data is from the Open Reaction Database (ORD), a public repository of structured organic reaction records. The task is: describe an organic reaction: reactants, conditions, products, and yield The reactants are Cc1nnc(N2CCC(=NOCc3ccccc3)CC2)o1, CO, [H][H], N. Yields the product Cc1nnc(N2CCC(N)CC2)o1. As a reaction SMILES: [CH2:1]([O:2][N:9]=[C:10]1[CH2:11][CH2:12][N:13]([c:16]2[o:17][c:18]([CH3:21])[n:19][n:20]2)[CH2:14][CH2:15]1)[c:3]1[cH:4][cH:5][cH:6][cH:7][cH:8]1.[CH3:25][OH:26].[H:22][H:23].[NH3:24]>>[NH2:9][CH:10]1[CH2:11][CH2:12][N:13]([c:16]2[o:17][c:18]([CH3:21])[n:19][n:20]2)[CH2:14][CH2:15]1. Starting materials: C(C)OC(CN1C(C(=CC=C1)OC)=O)=O ((3-methoxy-2-oxo-2H-pyridin-1-yl)-acetic acid ethyl ester), O.NN (hydrazine hydrate). The solvent is C(C)O (ethanol). The product is COC=1C(N(C=CC1)CC(=O)NN)=O ((3-Methoxy-2-oxo-2H-pyridin-1-yl)-acetic acid hydrazide). The yield is 83.0%. Reaction SMILES: C([O:3][C:4](=O)[CH2:5][N:6]1[CH:11]=[CH:10][CH:9]=[C:8]([O:12][CH3:13])[C:7]1=[O:14])C.O.[NH2:17][NH2:18]>C(O)C>[CH3:13][O:12][C:8]1[C:7](=[O:14])[N:6]([CH2:5][C:4]([NH:17][NH2:18])=[O:3])[CH:11]=[CH:10][CH:9]=1 |f:1.2|. Procedure: As described for example 112a, (3-methoxy-2-oxo-2H-pyridin-1-yl)-acetic acid ethyl ester in ethanol was reacted with hydrazine hydrate (1.2 equivalents) at rt for 16 h. The mixture was concentrated and crystallized from ethanol/diisopropylether and the compound was obtained as a white solid (yield: 83%). MS: m/e=220.1 [M+Na]+. Procedure: The general procedure of Example 1 Step 3 is repeated starting with N-(3-hydroxybicyclo[1.1.1]pentan-1-yl)acetamide (1) and using 2-(4-isobutylphenyl)propanoyl chloride in place of the acetyl chloride to produce 3-acetamidobicyclo[1.1.1]pentan-1-yl 2-(4-isobutylphenyl)propanoate (9). Reaction SMILES: [OH:1][C:2]12[CH2:6][C:4]([NH:7][C:8](=[O:10])[CH3:9])([CH2:5]1)[CH2:3]2.[CH2:11]([C:15]1[CH:20]=[CH:19][C:18]([CH:21]([CH3:25])[C:22](Cl)=[O:23])=[CH:17][CH:16]=1)[CH:12]([CH3:14])[CH3:13]>>[CH2:11]([C:15]1[CH:16]=[CH:17][C:18]([CH:21]([CH3:25])[C:22]([O:1][C:2]23[CH2:6][C:4]([NH:7][C:8](=[O:10])[CH3:9])([CH2:5]2)[CH2:3]3)=[O:23])=[CH:19][CH:20]=1)[CH:12]([CH3:14])[CH3:13]. Starting materials: OC12CC(C1)(C2)NC(C)=O (N-(3-hydroxybicyclo[1.1.1]-pentan-1-yl)acetamide), C(C(C)C)C1=CC=C(C=C1)C(C(=O)Cl)C (2-(4-isobutylphenyl)propanoyl chloride). Product: C(C(C)C)C1=CC=C(C=C1)C(C(=O)OC12CC(C1)(C2)NC(C)=O)C (3-acetamidobicyclo[1.1.1]-pentan-1-yl 2-(4-isobutylphenyl)propanoate). The reactants are BrC1=C(C=CC=C1)[N+](=O)[O-] (2-bromonitrobenzene), C(=C)(C)[Mg]Br (isopropenylmagnesium bromide), [NH4+].[Cl-] (NH4Cl). Solvent: C1CCOC1 (THF), C1CCOC1 (THF). Run at temperature -55 celsius, time 1 hour. Product: BrC=1C=CC=C2C=C(NC12)C (7-Bromo-2-methyl-1H-indole). Reaction SMILES: [Br:1][C:2]1[CH:7]=[CH:6][CH:5]=[CH:4][C:3]=1[N+:8]([O-])=O.[C:11]([Mg]Br)([CH3:13])=[CH2:12].[NH4+].[Cl-]>C1COCC1>[Br:1][C:2]1[CH:7]=[CH:6][CH:5]=[C:4]2[C:3]=1[NH:8][C:11]([CH3:13])=[CH:12]2 |f:2.3|. Procedure: 27.0 g of 2-bromonitrobenzene are placed in 400 ml of THF. The mixture is placed under nitrogen and cooled to −55° C. and then 800 ml of isopropenylmagnesium bromide at 0.5 M in THF are added dropwise. The mixture is left with stirring for 1 hour and then poured into saturated NH4Cl solution. It is extracted with ether, the extract is evaporated and then the residue is taken up in DCM. It is washed with saturated NaCl solution. It is dried and evaporated and then the residue is chromatographed o... Reactants: C=C(C)C(C)Oc1cc(OCC#CCC)ncn1, CCOCC, Cl, [Na+], C1CCOC1, O=C([O-])O. Yields the product CCC#CCOc1cc(OC(C)C(C)(C)Cl)ncn1. As a reaction SMILES: [CH2:1]([C:2]#[C:3][CH2:4][CH3:5])[O:6][c:7]1[n:8][cH:9][n:10][c:11]([O:13][CH:14]([C:15](=[CH2:16])[CH3:17])[CH3:18])[cH:12]1.[CH3:30][CH2:31][O:32][CH2:33][CH3:34].[ClH:19].[Na+:20].[O:25]1[CH2:26][CH2:27][CH2:28][CH2:29]1.[OH:21][C:22](=[O:23])[O-:24]>>[CH2:1]([C:2]#[C:3][CH2:4][CH3:5])[O:6][c:7]1[n:8][cH:9][n:10][c:11]([O:13][CH:14]([C:15]([CH3:16])([CH3:17])[Cl:19])[CH3:18])[cH:12]1. Starting materials: Cl.C(C)(=O)OCC (Hydrochloric acid ethyl acetate), CN(CCCN(C=O)OCCC1N(CCCC1)C(CCCCCCCCCCCCCCCCC)=O)C (N-[3-(dimethylamino)propyl]-[2-(1-octadecanoyl-2-piperidyl)ethoxy]formamide). The solvent is C(C)(=O)OCC (ethyl acetate). Reaction conditions: time 15 minute. Product: Cl.CN(CCCN(C=O)OCCC1N(CCCC1)C(CCCCCCCCCCCCCCCCC)=O)C (N-[3-(Dimethylamino)propyl]-[2-(1-octadecanoyl-2-piperidyl)ethoxy]formamide hydrochloride). RXN SMILES: [ClH:1].C(OCC)(=O)C.[CH3:8][N:9]([CH3:44])[CH2:10][CH2:11][CH2:12][N:13]([O:16][CH2:17][CH2:18][CH:19]1[CH2:24][CH2:23][CH2:22][CH2:21][N:20]1[C:25](=[O:43])[CH2:26][CH2:27][CH2:28][CH2:29][CH2:30][CH2:31][CH2:32][CH2:33][CH2:34][CH2:35][CH2:36][CH2:37][CH2:38][CH2:39][CH2:40][CH2:41][CH3:42])[CH:14]=[O:15]>C(OCC)(=O)C>[ClH:1].[CH3:44][N:9]([CH3:8])[CH2:10][CH2:11][CH2:12][N:13]([O:16][CH2:17][CH2:18][CH:19]1[CH2:24][CH2:23][CH2:22][CH2:21][N:20]1[C:25](=[O:43])[CH2:26][CH2:27][CH2:28][CH2:29][CH2:30][CH2:31][CH2:32][CH2:33][CH2:34][CH2:35][CH2:36][CH2:37][CH2:38][CH2:39][CH2:40][CH2:41][CH3:42])[CH:14]=[O:15] |f:0.1,4.5|. Procedure details: 4N Hydrochloric acid/ethyl acetate solution (0.20 ml) was added to a solution of N-[3-(dimethylamino)propyl]-[2-(1-octadecanoyl-2-piperidyl)ethoxy]formamide (0.200 g) in ethyl acetate (2 ml). After being stirred for 15 minutes at room temperature, the reaction mixture was concentrated. The residue was recrystallized with ethyl acetate, thereby yielding the entitled compound (0.183 g) as white crystals. Starting materials: IC=1C(N(C=C(C1)C1=NC=CC=C1)C1=CC=CC=C1)=O (3-Iodo-5-(2-pyridyl)-1-phenyl-1,2-dihydropyridin-2-one), tetrakistriphenylphosphine palladium, O (water), ClC1=NC=CC=C1B(O)O (2-chloro-3-pyridyl boronic acid), C([O-])([O-])=O.[Cs+].[Cs+] (cesium carbonate). The solvent is CN(C=O)C (dimethylformamide). Reaction conditions: temperature 100 celsius, time 3 hour. The product is ClC1=NC=CC=C1C=1C(N(C=C(C1)C1=NC=CC=C1)C1=CC=CC=C1)=O (3-(2-Chloro-3-pyridyl)-5-(2-pyridyl)-1-phenyl-1,2-dihydropyridin-2-one). Isolated yield 74.4%. RXN SMILES: I[C:2]1[C:3](=[O:20])[N:4]([C:14]2[CH:19]=[CH:18][CH:17]=[CH:16][CH:15]=2)[CH:5]=[C:6]([C:8]2[CH:13]=[CH:12][CH:11]=[CH:10][N:9]=2)[CH:7]=1.[Cl:21][C:22]1[C:27](B(O)O)=[CH:26][CH:25]=[CH:24][N:23]=1.C(=O)([O-])[O-].[Cs+].[Cs+].O>CN(C)C=O>[Cl:21][C:22]1[C:27]([C:2]2[C:3](=[O:20])[N:4]([C:14]3[CH:19]=[CH:18][CH:17]=[CH:16][CH:15]=3)[CH:5]=[C:6]([C:8]3[CH:13]=[CH:12][CH:11]=[CH:10][N:9]=3)[CH:7]=2)=[CH:26][CH:25]=[CH:24][N:23]=1 |f:2.3.4|. Procedure details: 3-Iodo-5-(2-pyridyl)-1-phenyl-1,2-dihydropyridin-2-one (200 mg) synthesized by the same method as mentioned in Referential Example 6, 130 mg of 2-chloro-3-pyridyl boronic acid and 250 mg of cesium carbonate were suspended in 10 ml of dimethylformamide, 40 mg of tetrakistriphenylphosphine palladium were added and the mixture was stirred at 100° C. in a nitrogen atmosphere for 3 hours. After allowing to cool, the reaction solution was poured into water, the mixture was extracted with ethyl acetate...